describe an organic reaction: reactants, conditions, products, and yield From a dataset of the Open Reaction Database (ORD), a public repository of structured organic reaction records. Reactants: Co(AA)2, Mn(AA)2, resultant mixture, C1(=CC(=CC(=C1)C)C)C (mesitylene), ON1C(C=2C(C1=O)=CC=CC2)=O (N-hydroxyphthalimide), C(C)(=O)O (acetic acid), C1(=CC(=CC(=C1)C)C)C (mesitylene). The product is CC=1C=C(C=O)C=C(C1)C (3,5-dimethylbenzaldehyde), CC=1C=C(C(=O)O)C=C(C1)C (3,5-dimethylbenzoic acid). The yield is 17.0%. As a reaction SMILES: [C:1]1([CH3:9])[CH:6]=[C:5]([CH3:7])[CH:4]=[C:3]([CH3:8])[CH:2]=1.[OH:10]N1C(=O)C2=CC=CC=C2C1=O.[C:22]([OH:25])(=[O:24])[CH3:23]>>[CH3:9][C:1]1[CH:6]=[C:5]([CH:4]=[C:3]([CH3:8])[CH:2]=1)[CH:7]=[O:10].[CH3:9][C:1]1[CH:6]=[C:23]([CH:4]=[C:3]([CH3:8])[CH:2]=1)[C:22]([OH:25])=[O:24]. Procedure: To 25 ml of acetic acid were added 10 mmol of mesitylene, 1 mmol of N-hydroxyphthalimide and a binary co-catalyst [0.04 mmol of acetylacetonatocobalt Co(AA)2 and 0.005 mmol of acetylacetonatomanganese Mn(AA)2 ]and the resultant mixture was stirred under an oxygen atmosphere at a temperature of 70° C. for 3 hours. The products in the reaction mixture were analyzed by gas chromatography, and, as a result, mesitylene was converted into 3,5-dimethylbenzaldehyde (yield 17%) and 3,5-dimethylbenzoic ac... Starting materials: O[C@@H]1[C@@H]2[C@]3(C=CC(C=C3CC[C@H]2[C@@H]2CC[C@](C(CO)=O)([C@]2(C1)C)O)=O)C (11β,17,21-trihydroxy-1,4-pregnadiene-3,20-dione), COCC(=O)Cl (methoxyacetic acid chloride). Run in N1=CC=CC=C1 (pyridine). Yields the product O[C@@H]1[C@@H]2[C@]3(C=CC(C=C3CC[C@H]2[C@@H]2CC[C@](C(COC(COC)=O)=O)([C@]2(C1)C)O)=O)C (11β,17-dihydroxy-21-methoxyacetoxy-1,4-pregnadiene-3,20-dione). RXN SMILES: [OH:1][C@H:2]1[CH2:22][C@@:21]2([CH3:23])[C@@H:13]([CH2:14][CH2:15][C@:16]2([OH:24])[C:17](=[O:20])[CH2:18][OH:19])[C@H:12]2[C@H:3]1[C@:4]1([CH3:26])[C:9]([CH2:10][CH2:11]2)=[CH:8][C:7](=[O:25])[CH:6]=[CH:5]1.[CH3:27][O:28][CH2:29][C:30](Cl)=[O:31]>N1C=CC=CC=1>[OH:1][C@H:2]1[CH2:22][C@@:21]2([CH3:23])[C@@H:13]([CH2:14][CH2:15][C@:16]2([OH:24])[C:17](=[O:20])[CH2:18][O:19][C:30](=[O:31])[CH2:29][O:28][CH3:27])[C@H:12]2[C@H:3]1[C@:4]1([CH3:26])[C:9]([CH2:10][CH2:11]2)=[CH:8][C:7](=[O:25])[CH:6]=[CH:5]1. Procedure details: A solution of 10.0 g of 11β,17,21-trihydroxy-1,4-pregnadiene-3,20-dione in pyridine is reacted analogously to Example 1(a) with methoxyacetic acid chloride, worked up, and purified, thus isolating 10.3 g of 11β,17-dihydroxy-21-methoxyacetoxy-1,4-pregnadiene-3,20-dione. Reactants: C1(=CC=CC=C1)N1C=NC2=C(C1=O)SC=C2C2=CC=CC=C2 (3,7-Diphenylthieno[3,2-d]pyrimidin-4(3H)-one), NC1=C(SC=C1C1=C(C=CC=C1)Cl)C(=O)OC (methyl 3-amino-4-(2-chlorophenyl)thiophene-2-carboxylate), C(OCC)(OCC)OCC (triethyl orthoformate), COC1=CC=C(C=C1)N (p-anisidine). Run in C(C)(=O)O (acetic acid). Yields the product ClC1=C(C=CC=C1)C1=CSC2=C1N=CN(C2=O)C2=CC=C(C=C2)OC (7-(2-Chlorophenyl)-3-(4-methoxyphenyl)thieno[3,2-d]pyrimidin-4(3H)-one). Yield: 35.0%. Reaction SMILES: [C:1]1([N:7]2[C:12](=[O:13])[C:11]3[S:14][CH:15]=[C:16]([C:17]4[CH:22]=[CH:21][CH:20]=[CH:19][CH:18]=4)[C:10]=3[N:9]=[CH:8]2)[CH:6]=[CH:5][CH:4]=[CH:3][CH:2]=1.NC1C(C2C=CC=CC=2[Cl:35])=CSC=1C(OC)=O.C([O:47][CH2:48]C)(OCC)OCC.COC1C=CC(N)=CC=1>C(O)(=O)C>[Cl:35][C:22]1[CH:21]=[CH:20][CH:19]=[CH:18][C:17]=1[C:16]1[C:10]2[N:9]=[CH:8][N:7]([C:1]3[CH:6]=[CH:5][C:4]([O:47][CH3:48])=[CH:3][CH:2]=3)[C:12](=[O:13])[C:11]=2[S:14][CH:15]=1. Procedure details: In the same manner as the synthesis of Compound 1, methyl 3-amino-4-(2-chlorophenyl)thiophene-2-carboxylate (100 mg, 0.373 mmol), triethyl orthoformate (2 ml), p-anisidine (85.56 mg, 0.70 mmol), and acetic acid (0.1 ml) were used to give 48.7 mg (0.13 mmol, 35% yield) of the title compound. Reactants: [Cl-] (chloride), NC1=CC=C(N=N1)N1CCN(CC1)C(=O)C1=C(C=CC=C1)C(F)(F)F ([4-(6-aminopyridazin-3-yl)piperazin-1-yl](2-trifluoromethylphenyl)methanone). Yields the product FC(C1=C(C(=O)N2CCN(CC2)C2=CC=C(N=N2)NC(CCCCC)=O)C=CC=C1)(F)F (HEXANOIC ACID {6-[4-(2-TRIFLUOROMETHYLBENZOYL)PIPERAZIN-1-YL]PYRIDAZIN-3-YL}AMIDE), solid. Isolated yield 30.0%. Reaction SMILES: [Cl-].[NH2:2][C:3]1[N:8]=[N:7][C:6]([N:9]2[CH2:14][CH2:13][N:12]([C:15]([C:17]3[CH:22]=[CH:21][CH:20]=[CH:19][C:18]=3[C:23]([F:26])([F:25])[F:24])=[O:16])[CH2:11][CH2:10]2)=[CH:5][CH:4]=1>>[F:24][C:23]([F:26])([F:25])[C:18]1[CH:19]=[CH:20][CH:21]=[CH:22][C:17]=1[C:15]([N:12]1[CH2:11][CH2:10][N:9]([C:6]2[N:7]=[N:8][C:3]([NH:2][C:15](=[O:16])[CH2:17][CH2:18][CH2:19][CH2:20][CH3:21])=[CH:4][CH:5]=2)[CH2:14][CH2:13]1)=[O:16]. Procedure: Following the procedure of Example 6, making variations only as required to use hexyanoyl chloride in place of phenoxyacetyl chloride to react with [4-(6-aminopyridazin-3-yl)piperazin-1-yl](2-trifluoromethylphenyl)methanone, the title compound was obtained as a white solid (30% yield). 1H NMR (300 MHz, CDCl3) δ 11.65, 8.62, 7.75, 7.65, 7.58, 7.46-7.53, 7.37, 4.08, 3.88, 3.52-3.78, 3.30-3.40, 2.63, 1.72-1.79, 1.24-1.40, 0.90. MS (ES+) m/z 449.7 (M+1). Starting materials: Cc1cccc(C(=O)O)c1[N+](=O)[O-], [N-]=[N+]=[N-], [NH4+], [Na+], [OH-], O, O=S(=O)(O)O. Yields the product Cc1cccc(N)c1[N+](=O)[O-]. Reaction SMILES: [CH3:1][c:2]1[c:3]([N+:11](=[O:12])[O-:13])[c:4]([C:5]([OH:6])=[O:7])[cH:8][cH:9][cH:10]1.[N-:15]=[N+:16]=[N-:17].[NH4+:19].[Na+:14].[OH-:20].[OH2:18].[S:21](=[O:22])(=[O:23])([OH:24])[OH:25]>>[CH3:1][c:2]1[c:3]([N+:11](=[O:12])[O-:13])[c:4]([NH2:15])[cH:8][cH:9][cH:10]1. The reactants are FC(C(=O)O)(F)F (Trifluoroacetic acid), O[C@@H]1C[C@H](C1)NC(=O)C1=CN(C2=NC=C(N=C21)C2=NN(C1=CC(=CC=C21)F)C)COCC[Si](C)(C)C (2-(6-fluoro-1-methyl-1H-indazol-3-yl)-5-(2-trimethylsilanyl-ethoxymethyl)-5H-pyrrolo[2,3-b]pyrazine-7-carboxylic acid (trans-3-hydroxy-cyclobutyl)-amide), C(CN)N (ethylenediamine). The solvent is O (water), C(C)(=O)OCC (ethyl acetate), ClCCl (dichloromethane). Conditions: time 2 hour. Yields the product O[C@@H]1C[C@H](C1)NC(=O)C1=CNC2=NC=C(N=C21)C2=NN(C1=CC(=CC=C21)F)C (2-(6-fluoro-1-methyl-1H-indazol-3-yl)-5H-pyrrolo[2,3-b]pyrazine-7-carboxylic acid (trans-3-hydroxycyclobutyl)-amide). The yield is 72.3%. As a reaction SMILES: [OH:1][C@H:2]1[CH2:5][C@H:4]([NH:6][C:7]([C:9]2[C:17]3[C:12](=[N:13][CH:14]=[C:15]([C:18]4[C:26]5[C:21](=[CH:22][C:23]([F:27])=[CH:24][CH:25]=5)[N:20]([CH3:28])[N:19]=4)[N:16]=3)[N:11](COCC[Si](C)(C)C)[CH:10]=2)=[O:8])[CH2:3]1.FC(F)(F)C(O)=O.C(N)CN>ClCCl.O.C(OCC)(=O)C>[OH:1][C@H:2]1[CH2:3][C@H:4]([NH:6][C:7]([C:9]2[C:17]3[C:12](=[N:13][CH:14]=[C:15]([C:18]4[C:26]5[C:21](=[CH:22][C:23]([F:27])=[CH:24][CH:25]=5)[N:20]([CH3:28])[N:19]=4)[N:16]=3)[NH:11][CH:10]=2)=[O:8])[CH2:5]1. Procedure: In a flask, 2-(6-fluoro-1-methyl-1H-indazol-3-yl)-5-(2-trimethylsilanyl-ethoxymethyl)-5H-pyrrolo[2,3-b]pyrazine-7-carboxylic acid (trans-3-hydroxy-cyclobutyl)-amide (100 mg, 0.20 mmol) was dissolved in dichloromethane (1.0 mL). Trifluoroacetic acid (0.61 mL, 7.92 mmol) was added and the orange solution was stirred at room temperature for 2 h. The reaction mixture was concentrated. The residue (light orange foam) was suspended in dichloromethane (1.0 mL) and ethylenediamine (0.80 ml, 11.8 mmol) w... Reactants: CC1=CC=C2OC=3C=CC(=CC3CC2=C1)C(=O)O (7-methylxanthene-2-carboxylic acid), S(O)(O)(=O)=O (sulfuric acid), CO (methanol), resultant solution. Run in O (water). Run at temperature 40 celsius. The product is CC1=CC=C2OC=3C=CC(=CC3CC2=C1)C(=O)OC (methyl 7-methylxanthene-2-carboxylate). RXN SMILES: [CH3:1][C:2]1[CH:15]=[C:14]2[C:5]([O:6][C:7]3[CH:8]=[CH:9][C:10]([C:16]([OH:18])=[O:17])=[CH:11][C:12]=3[CH2:13]2)=[CH:4][CH:3]=1.[CH3:19]O.S(=O)(=O)(O)O>O>[CH3:1][C:2]1[CH:15]=[C:14]2[C:5]([O:6][C:7]3[CH:8]=[CH:9][C:10]([C:16]([O:18][CH3:19])=[O:17])=[CH:11][C:12]=3[CH2:13]2)=[CH:4][CH:3]=1. Procedure: Twenty-six grams of 7-methylxanthene-2-carboxylic acid is added to 400 ml. of absolute methanol. To the resultant solution are added 18 ml. of concentrated sulfuric acid and the mixture is then heated at reflux for about 2 hours. The mixture is then cooled to 40° C and sufficient water is added to bring the total volume to 1400 ml. The resultant mixture is then filtered to give methyl 7-methylxanthene-2-carboxylate.